Task: describe an organic reaction: reactants, conditions, products, and yield. Dataset: the Open Reaction Database (ORD), a public repository of structured organic reaction records Starting materials: COC(=O)c1cccnc1Br, O=C([O-])[O-], Cc1ccccc1, OB(O)c1ccc(Cl)cc1, [K+], [K+], [Pd], c1ccc(P(c2ccccc2)c2ccccc2)cc1, c1ccc(P(c2ccccc2)c2ccccc2)cc1, c1ccc(P(c2ccccc2)c2ccccc2)cc1, c1ccc(P(c2ccccc2)c2ccccc2)cc1. Product: COC(=O)c1cccnc1-c1ccc(Cl)cc1. RXN SMILES: [Br:1][c:2]1[c:3]([C:4](=[O:5])[O:6][CH3:7])[cH:8][cH:9][cH:10][n:11]1.[C:22](=[O:23])([O-:24])[O-:25].[CH3:28][c:29]1[cH:30][cH:31][cH:32][cH:33][cH:34]1.[Cl:12][c:13]1[cH:14][cH:15][c:16]([B:19]([OH:20])[OH:21])[cH:17][cH:18]1.[K+:26].[K+:27].[Pd:35].[c:36]1([P:37]([c:38]2[cH:39][cH:40][cH:41][cH:42][cH:43]2)[c:44]2[cH:45][cH:46][cH:47][cH:48][cH:49]2)[cH:50][cH:51][cH:52][cH:53][cH:54]1.[c:55]1([P:56]([c:57]2[cH:58][cH:59][cH:60][cH:61][cH:62]2)[c:63]2[cH:64][cH:65][cH:66][cH:67][cH:68]2)[cH:69][cH:70][cH:71][cH:72][cH:73]1.[c:74]1([P:75]([c:76]2[cH:77][cH:78][cH:79][cH:80][cH:81]2)[c:82]2[cH:83][cH:84][cH:85][cH:86][cH:87]2)[cH:88][cH:89][cH:90][cH:91][cH:92]1.[c:93]1([P:94]([c:95]2[cH:96][cH:97][cH:98][cH:99][cH:100]2)[c:101]2[cH:102][cH:103][cH:104][cH:105][cH:106]2)[cH:107][cH:108][cH:109][cH:110][cH:111]1>>[c:2]1(-[c:16]2[cH:15][cH:14][c:13]([Cl:12])[cH:18][cH:17]2)[c:3]([C:4](=[O:5])[O:6][CH3:7])[cH:8][cH:9][cH:10][n:11]1.